This data is from the Open Reaction Database (ORD), a public repository of structured organic reaction records. The task is: describe an organic reaction: reactants, conditions, products, and yield The reactants are CCOC(=O)C(C(C)C)N1CCN(Cc2ccc(OCc3ccccc3)cc2)C1=O, CO, [Na+], [OH-]. Yields the product CC(C)C(C(=O)O)N1CCN(Cc2ccc(OCc3ccccc3)cc2)C1=O. Reaction SMILES: [CH2:1]([c:2]1[cH:3][cH:4][cH:5][cH:6][cH:7]1)[O:8][c:9]1[cH:10][cH:11][c:12]([CH2:13][N:14]2[C:15](=[O:28])[N:16]([CH:19]([C:20](=[O:21])[O:22][CH2:23][CH3:24])[CH:25]([CH3:26])[CH3:27])[CH2:17][CH2:18]2)[cH:29][cH:30]1.[CH3:33][OH:34].[Na+:32].[OH-:31]>>[CH2:1]([c:2]1[cH:3][cH:4][cH:5][cH:6][cH:7]1)[O:8][c:9]1[cH:10][cH:11][c:12]([CH2:13][N:14]2[C:15](=[O:28])[N:16]([CH:19]([C:20](=[O:21])[OH:22])[CH:25]([CH3:26])[CH3:27])[CH2:17][CH2:18]2)[cH:29][cH:30]1. Reactants: C(C)N(C(OCC)=S)C1CCCCC1 (O-ethyl N-ethyl-N-cyclohexyl-thiocarbamate), C(CC)N(C(OCCC)=S)CCC (O-propyl N,N-dipropyl-thiocarbamate). Product: C(C)N(C(SCC)=O)C1CCCCC1 (S-Ethyl N-ethyl-N-cyclohexyl-thiocarbamate). Isolated yield 80.0%. As a reaction SMILES: [CH2:1]([N:3]([CH:9]1[CH2:14][CH2:13][CH2:12][CH2:11][CH2:10]1)[C:4](=[S:8])[O:5]CC)[CH3:2].[CH2:15](N(CCC)C(=S)OCCC)[CH2:16]C>>[CH2:1]([N:3]([CH:9]1[CH2:10][CH2:11][CH2:12][CH2:13][CH2:14]1)[C:4](=[O:8])[S:5][CH2:15][CH3:16])[CH3:2]. Procedure: The procedure described in Example 4 is repeated but an equivalent amount of O-ethyl N-ethyl-N-cyclohexyl-thiocarbamate is substituted for O-propyl N,N-dipropyl-thiocarbamate. The title compound is obtaned with a yield of 80 %; b.p.: 142°-145°C/9 Hgmm., nD30 = 1.5049. Starting materials: C(C)(=O)O (acetic acid), C(C)(=O)OC(=O)C([C@](O)([C@H](O)C(O)C(C)=O)C(C)=O)(F)F (1-(acetoxy)-3,5-bis(acetyl)-2-deoxy-2,2-difluororibose), solution, CC(C)([O-])C.[K+] (potassium t-butoxide). Solvent: O1CCCC1 (tetrahydrofuran), O1CCCC1 (tetrahydrofuran). Run at temperature -65 celsius, time 3 hour. Yields the product C(C)(=O)OC(=O)C([C@H](O)[C@H](O)C(O)C(C)=O)(F)F (1-(acetoxy)-5-(acetyl)-2-deoxy-2,2-difluororibose). The yield is 89.7%. Reaction SMILES: [C:1]([O:4][C:5]([C:7]([F:21])([F:20])[C@@:8](C(=O)C)([C@@H:10]([CH:12]([C:14](=[O:16])[CH3:15])[OH:13])[OH:11])[OH:9])=[O:6])(=[O:3])[CH3:2].CC(C)([O-])C.[K+].C(O)(=O)C>O1CCCC1>[C:1]([O:4][C:5]([C:7]([F:20])([F:21])[C@@H:8]([C@@H:10]([CH:12]([C:14](=[O:16])[CH3:15])[OH:13])[OH:11])[OH:9])=[O:6])(=[O:3])[CH3:2] |f:1.2|. Procedure: To a solution of 0.995 g (2.6 mmol) of 1-(acetoxy)-3,5-bis(acetyl)-2-deoxy-2,2-difluororibose in tetrahydrofuran (10ml) at -65° C. were added 5.1 ml of a 1M solution of potassium t-butoxide in tetrahydrofuran (5.1 mmol) dropwise over 10 minutes. The reaction mixture was stirred 3 hours at -65° C. and then 0.58 ml of glacial acetic acid (10.2 mmol) were added to quench the reaction. The reaction mixture was then allowed to warm to room temperature and was concentrated under reduced pressure. The ... The reactants are CC(=O)OC(C)=O, CC1(C)SC(c2ccc(F)cc2)NC1C(=O)O, O. Yields the product CC(=O)N1C(c2ccc(F)cc2)SC(C)(C)C1C(=O)O. As a reaction SMILES: [CH3:1][C:2](=[O:3])[O:4][C:5](=[O:6])[CH3:7].[CH3:8][C:9]1([CH3:24])[CH:10]([C:21](=[O:22])[OH:23])[NH:11][CH:12]([c:14]2[cH:15][cH:16][c:17]([F:20])[cH:18][cH:19]2)[S:13]1.[OH2:25]>>[CH3:1][C:2](=[O:3])[N:11]1[CH:10]([C:21](=[O:22])[OH:23])[C:9]([CH3:8])([CH3:24])[S:13][CH:12]1[c:14]1[cH:15][cH:16][c:17]([F:20])[cH:18][cH:19]1. Reactants: ClC1=CC=2C(C(=C(OC2C2=C1N=CN2COCC[Si](C)(C)C)C2=CC=CC=C2)I)=O (4-chloro-7-iodo-8-phenyl-1-(2-trimethylsilanyl-ethoxymethyl)-1H-chromeno[7,8-d]imidazol-6-one), ClC1=CC=2C(C(=C(OC2C2=C1N(C=N2)COCC[Si](C)(C)C)C2=CC=CC=C2)I)=O (4-chloro-7-iodo-8-phenyl-3-(2-trimethylsilanyl-ethoxymethyl)-3H-chromeno[7,8-d]imidazol-6-one), C(=O)(C(F)(F)F)O (TFA). Solvent: C(Cl)Cl (DCM). Run at time 18 hour. Product: ClC1=CC=2C(C(=C(OC2C2=C1N=CN2)C2=CC=CC=C2)I)=O (4-Chloro-7-iodo-8-phenyl-1H-chromeno[7,8-d]imidazol-6-one). Yield: 100.0%. Reaction SMILES: [Cl:1][C:2]1[C:11]2[N:12]=[CH:13][N:14](COCC[Si](C)(C)C)[C:10]=2[C:9]2[O:8][C:7]([C:23]3[CH:28]=[CH:27][CH:26]=[CH:25][CH:24]=3)=[C:6]([I:29])[C:5](=[O:30])[C:4]=2[CH:3]=1.ClC1C2N(COCC[Si](C)(C)C)C=NC=2C2OC(C3C=CC=CC=3)=C(I)C(=O)C=2C=1.C(O)(C(F)(F)F)=O>C(Cl)Cl>[Cl:1][C:2]1[C:11]2[N:12]=[CH:13][NH:14][C:10]=2[C:9]2[O:8][C:7]([C:23]3[CH:28]=[CH:27][CH:26]=[CH:25][CH:24]=3)=[C:6]([I:29])[C:5](=[O:30])[C:4]=2[CH:3]=1. Procedure details: To a solution of 4-chloro-7-iodo-8-phenyl-1-(2-trimethylsilanyl-ethoxymethyl)-1H-chromeno[7,8-d]imidazol-6-one and 4-chloro-7-iodo-8-phenyl-3-(2-trimethylsilanyl-ethoxymethyl)-3H-chromeno[7,8-d]imidazol-6-one (80 mg, 0.14 mmol) in DCM (4 mL) was added TFA (1.0 mL) at RT. After 18 h, the reaction mixture was evaporated to dryness. The crude residue was triturated with DCM and concentrated in vacuo to afford the title compound as a white solid (59 mg, 100%). LCMS (Method A): RT=4.38 min, [M+H]+=42... The reactants are C(CCC)C=1N(C(NN1)=O)CC1=CC=C(C=C1)C1=C(C=CC=C1)C1=NN=NN1C(C1=CC=CC=C1)(C1=CC=CC=C1)C1=CC=CC=C1 (5-n-Butyl-2,4-dihydro-4-[[2'-(N-trityltetrazol-5-yl)biphenyl-4-yl]methyl]-3H-1,2,4-triazol-3-one), ClCOC1=CC=C(C=C1)Cl (α,4-dichloroanisole). The product is C(CCC)C=1N(C(N(N1)COC1=CC=C(C=C1)Cl)=O)CC1=CC=C(C=C1)C1=C(C=CC=C1)C1=NN=NN1C(C1=CC=CC=C1)(C1=CC=CC=C1)C1=CC=CC=C1 (5-n-Butyl-2-(4-chlorophenoxymethyl)-2,4-dihydro-4-[[2'-(N-trityltetrazol-5-yl)biphenyl-4-yl]methyl]-3H-1,2,4-triazol-3-one). Isolated yield 55.0%. As a reaction SMILES: [CH2:1]([C:5]1[N:6]([CH2:11][C:12]2[CH:17]=[CH:16][C:15]([C:18]3[CH:23]=[CH:22][CH:21]=[CH:20][C:19]=3[C:24]3[N:28]([C:29]([C:42]4[CH:47]=[CH:46][CH:45]=[CH:44][CH:43]=4)([C:36]4[CH:41]=[CH:40][CH:39]=[CH:38][CH:37]=4)[C:30]4[CH:35]=[CH:34][CH:33]=[CH:32][CH:31]=4)[N:27]=[N:26][N:25]=3)=[CH:14][CH:13]=2)[C:7](=[O:10])[NH:8][N:9]=1)[CH2:2][CH2:3][CH3:4].Cl[CH2:49][O:50][C:51]1[CH:56]=[CH:55][C:54]([Cl:57])=[CH:53][CH:52]=1>>[CH2:1]([C:5]1[N:6]([CH2:11][C:12]2[CH:13]=[CH:14][C:15]([C:18]3[CH:23]=[CH:22][CH:21]=[CH:20][C:19]=3[C:24]3[N:28]([C:29]([C:36]4[CH:37]=[CH:38][CH:39]=[CH:40][CH:41]=4)([C:30]4[CH:31]=[CH:32][CH:33]=[CH:34][CH:35]=4)[C:42]4[CH:47]=[CH:46][CH:45]=[CH:44][CH:43]=4)[N:27]=[N:26][N:25]=3)=[CH:16][CH:17]=2)[C:7](=[O:10])[N:8]([CH2:49][O:50][C:51]2[CH:56]=[CH:55][C:54]([Cl:57])=[CH:53][CH:52]=2)[N:9]=1)[CH2:2][CH2:3][CH3:4]. Procedure: The alkylation of 5-n-butyl-2,4-dihydro-4-[[2'-(N-trityltetrazol-5-yl)biphenyl-4-yl]methyl]-3H-1,2,4-triazol-3-one (from Example 2, Step D) with α,4-dichloroanisole was carried out as described in Example 3, Step A, except that only 5 equivalents of the alkylating agent was used. After work-up, the residue was flash chromatographed over silica gel (25 mL for 0.162 mmole, gradient elution using 0.25-1.0% MeOH/CH2Cl2) to give the desired material as a colorless oil in 55% yield, homogeneous by TLC... Reactants: FC1=C(C=CC=C1F)[C@H]1CC=2C(=NC=CC2)\C=C/C1 ((R,Z)-6-(2,3-difluorophenyl)-6,7-dihydro-5H-cyclohepta[b]pyridine), C[N+]1(CCOCC1)[O-] (NMO), product, S([O-])(O)(=O)=O.[Na+] (Sodium bisulfate), product. Reagents/catalysts: O=[Os](=O)(=O)=O (OsO4), [Os](=O)(=O)(=O)=O (Osmium tetroxide), O=[Os](=O)(=O)=O (OsO4). Run in CC(=O)C (acetone), O (water). Conditions: time 30 minute. The product is FC1=C(C=CC=C1F)[C@H]1CC=2C(=NC=CC2)[C@@H]([C@@H](C1)O)O ((6S,8R,9S)-6-(2,3-difluorophenyl)-6,7,8,9-tetrahydro-5H-cyclohepta[b]pyridine-8,9-diol). As a reaction SMILES: [F:1][C:2]1[C:7]([F:8])=[CH:6][CH:5]=[CH:4][C:3]=1[C@@H:9]1[CH2:19][CH:18]=CC2=NC=C[CH:16]=[C:11]2[CH2:10]1.C[N+:21]1([O-])[CH2:26][CH2:25][O:24][CH2:23][CH2:22]1.S(=O)(=O)(O)[O-:29].[Na+]>CC(C)=O.O.[Os](=O)(=O)(=O)=O>[F:1][C:2]1[C:7]([F:8])=[CH:6][CH:5]=[CH:4][C:3]=1[C@@H:9]1[CH2:19][C@@H:18]([OH:29])[C@@H:25]([OH:24])[C:26]2=[N:21][CH:22]=[CH:23][CH:16]=[C:11]2[CH2:10]1 |f:2.3|. Procedure details: In a 50 mL round-bottom flask was dissolved (R,Z)-6-(2,3-difluorophenyl)-6,7-dihydro-5H-cyclohepta[b]pyridine (110 mg, 0.428 mmol) and NMO (110 mg, 0.941 mmol) in acetone (2 mL) and water (0.04 mL) to give a tan solution. Osmium tetroxide (0.021 mL, 1.710 μmol) (2.5 wt-% solution in 2-methyl-2-propanol) was added (the tan color instantly changed to very light yellow). The mixture was stirred at room temperature. 1 h: <5% conversion. 0.021 mL OsO4 was added. 22 h: ⅓ conversion. Another 0.021 mL O...